From a dataset of the Open Reaction Database (ORD), a public repository of structured organic reaction records. describe an organic reaction: reactants, conditions, products, and yield Reactants: BrCc1ccccc1, C1CCOC1, [H-], [Na+], O=c1c2ccc(Br)cc2c(-c2ccccc2)c(CO)n1Cc1ccc2c(c1)OCO2, O. As a reaction SMILES: [CH2:33]([c:34]1[cH:35][cH:36][cH:37][cH:38][cH:39]1)[Br:40].[CH2:42]1[O:43][CH2:44][CH2:45][CH2:46]1.[H-:31].[Na+:32].[O:1]1[CH2:2][O:3][c:4]2[c:5]1[cH:6][cH:7][c:8]([CH2:10][n:11]1[c:12](=[O:30])[c:13]3[cH:14][cH:15][c:16]([Br:29])[cH:17][c:18]3[c:19](-[c:23]3[cH:24][cH:25][cH:26][cH:27][cH:28]3)[c:20]1[CH2:21][OH:22])[cH:9]2.[OH2:41]>>[O:1]1[CH2:2][O:3][c:4]2[c:5]1[cH:6][cH:7][c:8]([CH2:10][n:11]1[c:12](=[O:30])[c:13]3[cH:14][cH:15][c:16]([Br:29])[cH:17][c:18]3[c:19](-[c:23]3[cH:24][cH:25][cH:26][cH:27][cH:28]3)[c:20]1[CH2:21][O:22][CH2:33][c:34]1[cH:35][cH:36][cH:37][cH:38][cH:39]1)[cH:9]2. Product: O=c1c2ccc(Br)cc2c(-c2ccccc2)c(COCc2ccccc2)n1Cc1ccc2c(c1)OCO2. The reactants are ClC=1N=C2N(C(C1)=O)C[C@](N2)(C(F)(F)F)C ((S)-7-chloro-2-methyl-2-trifluoromethyl-2,3-dihydro-1H-imidazo[1,2-a]pyrimidin-5-one), [H-].[Na+] (sodium hydride), Br.BrCC(=O)C=1C=NC(=CC1)C (2-bromo-1-(6-methylpyrid-3-yl)ethanone hydrobromide). Run in CN(C)C=O (DMF), CN(C)C=O (DMF). Run at time 15 minute. Product: ClC=1N=C2N(C(C1)=O)C[C@](N2CC(=O)C=2C=NC(=CC2)C)(C(F)(F)F)C ((S)-7-chloro-2-methyl-1-[2-(6-methylpyrid-3-yl)-2-oxoethyl]-2-trifluoromethyl-2,3-dihydro-1H-imidazo[1,2-a]pyrimidin-5-one). As a reaction SMILES: [Cl:1][C:2]1[N:3]=[C:4]2[NH:11][C@:10]([CH3:16])([C:12]([F:15])([F:14])[F:13])[CH2:9][N:5]2[C:6](=[O:8])[CH:7]=1.[H-].[Na+].Br.Br[CH2:21][C:22]([C:24]1[CH:25]=[N:26][C:27]([CH3:30])=[CH:28][CH:29]=1)=[O:23]>CN(C=O)C>[Cl:1][C:2]1[N:3]=[C:4]2[N:11]([CH2:21][C:22]([C:24]3[CH:25]=[N:26][C:27]([CH3:30])=[CH:28][CH:29]=3)=[O:23])[C@:10]([CH3:16])([C:12]([F:13])([F:14])[F:15])[CH2:9][N:5]2[C:6](=[O:8])[CH:7]=1 |f:1.2,3.4|. Procedure details: 500 mg (1.97 mmol) of (S)-7-chloro-2-methyl-2-trifluoromethyl-2,3-dihydro-1H-imidazo[1,2-a]pyrimidin-5-one are added to a suspension of 141.94 mg (5.91 mmol) of sodium hydride in 20 mL of DMF. The reaction mixture is placed under magnetic stirring at room temperature for 15 minutes. A solution of 872.32 mg (2.96 mmol) of 2-bromo-1-(6-methylpyrid-3-yl)ethanone hydrobromide in 10 mL of DMF is added dropwise to the reaction medium at 0° C. The reaction is stirred at room temperature overnight. The ... The reactants are ClC1=C(C=CC(=C1)Cl)C1=C(C=CC(=C1)F)[N+](=O)[O-] (2-(2,4-dichlorophenyl)-4-fluoro-1-nitrobenzene), NCCNC1=NC=C(C=C1)C#N (2-(2-aminoethylamino)-5-cyanopyridine), C(C)(C)N(C(C)C)CC (N,N diisopropylethylamine). Run in C(C)#N (acetonitrile). Run at temperature 85 celsius. Product: ClC1=C(C=CC(=C1)Cl)C1=CC(=CC=C1[N+](=O)[O-])NCCNC1=NC=C(C#N)C=C1 (6-({2-[(2′,4′-dichloro-6-nitro-1,1′-biphenyl-3-yl)amino]ethyl}amino)nicotinonitrile). Isolated yield 58.4%. Reaction SMILES: [Cl:1][C:2]1[CH:7]=[C:6]([Cl:8])[CH:5]=[CH:4][C:3]=1[C:9]1[CH:14]=[C:13](F)[CH:12]=[CH:11][C:10]=1[N+:16]([O-:18])=[O:17].[NH2:19][CH2:20][CH2:21][NH:22][C:23]1[CH:28]=[CH:27][C:26]([C:29]#[N:30])=[CH:25][N:24]=1.C(N(CC)C(C)C)(C)C>C(#N)C>[Cl:1][C:2]1[CH:7]=[C:6]([Cl:8])[CH:5]=[CH:4][C:3]=1[C:9]1[C:10]([N+:16]([O-:18])=[O:17])=[CH:11][CH:12]=[C:13]([NH:19][CH2:20][CH2:21][NH:22][C:23]2[CH:28]=[CH:27][C:26]([C:29]#[N:30])=[CH:25][N:24]=2)[CH:14]=1. Procedure: To 2-(2,4-dichlorophenyl)-4-fluoro-1-nitrobenzene(32 mgs, 0.1 mmol) in acetonitrile was added 2-(2-aminoethylamino)-5-cyanopyridine (19.2 mgs, 0.1 mmol) and N,N diisopropylethylamine (18 μl, 0.1 mmol), and the mixture was heated to 85° C. over-night. The mixture was partitioned between ethyl acetate and water and the organic layer was dried (MgSO4) and concentrated. Purification on silica gel with 5% methanol in dichloromethane as the eluent yielded 25 mgs of 6-({2-[(2′,4′-dichloro-6-nitro-1,1′-... Reactants: Br, CC(=O)O, COc1cccc(CC2CCCN2C)c1, [Na+], [OH-]. The product is CN1CCCC1Cc1cccc(O)c1. Reaction SMILES: [BrH:16].[CH3:19][C:20](=[O:21])[OH:22].[CH3:1][O:2][c:3]1[cH:4][c:5]([CH2:6][CH:7]2[N:8]([CH3:12])[CH2:9][CH2:10][CH2:11]2)[cH:13][cH:14][cH:15]1.[Na+:18].[OH-:17]>>[OH:2][c:3]1[cH:4][c:5]([CH2:6][CH:7]2[N:8]([CH3:12])[CH2:9][CH2:10][CH2:11]2)[cH:13][cH:14][cH:15]1. Reactants: C(#N)C1=CC2=C(N=C(N2)C2=C(C=C(C=C2)OS(=O)(=O)C)OC)C=C1 (5-cyano-2-(2'-methoxy-4'-methanesulfonyloxy-phenyl)-benzimidazole), S(O)(O)(=O)=O (sulfuric acid). The solvent is ice water. Reaction conditions: time 24 hour. Product: NC(=O)C1=CC2=C(N=C(N2)C2=C(C=C(C=C2)OS(=O)(=O)C)OC)C=C1 (5-Aminocarbonyl-2-(2'-methoxy-4'-methanesulfonyloxy-phenyl)benzimidazole). Reaction SMILES: [C:1]([C:3]1[CH:24]=[CH:23][C:6]2[N:7]=[C:8]([C:10]3[CH:15]=[CH:14][C:13]([O:16][S:17]([CH3:20])(=[O:19])=[O:18])=[CH:12][C:11]=3[O:21][CH3:22])[NH:9][C:5]=2[CH:4]=1)#[N:2].S(=O)(=O)(O)[OH:26]>>[NH2:2][C:1]([C:3]1[CH:24]=[CH:23][C:6]2[N:7]=[C:8]([C:10]3[CH:15]=[CH:14][C:13]([O:16][S:17]([CH3:20])(=[O:18])=[O:19])=[CH:12][C:11]=3[O:21][CH3:22])[NH:9][C:5]=2[CH:4]=1)=[O:26]. Reported procedure: One gram (2.91 mmol) of 5-cyano-2-(2'-methoxy-4'-methanesulfonyloxy-phenyl)-benzimidazole was added batchwise to 15 ml of concentrated sulfuric acid, and the resulting mixture was stirred for 24 hours at ambient temperature. The solution was then poured onto 300 ml of ice water, and the product precipitated was subjeted to suction filtration and recrystallized from methanol. The reactants are CC(=O)Nc1c(C#C[Si](C)(C)C)c(C#N)nn1-c1c(Cl)cc(C(F)(F)F)cc1Cl, CO, O=C([O-])[O-], O. Yields the product C#Cc1c(C#N)nn(-c2c(Cl)cc(C(F)(F)F)cc2Cl)c1NC(C)=O. Reaction SMILES: [C:1]([CH3:2])(=[O:3])[NH:4][c:5]1[c:6]([C:24]#[C:25][Si:26]([CH3:27])([CH3:28])[CH3:29])[c:7]([C:22]#[N:23])[n:8][n:9]1-[c:10]1[c:11]([Cl:21])[cH:12][c:13]([C:17]([F:18])([F:19])[F:20])[cH:14][c:15]1[Cl:16].[CH3:35][OH:36].[O-:30][C:31](=[O:32])[O-:33].[OH2:34]>>[C:1]([CH3:2])(=[O:3])[NH:4][c:5]1[c:6]([C:24]#[CH:25])[c:7]([C:22]#[N:23])[n:8][n:9]1-[c:10]1[c:11]([Cl:21])[cH:12][c:13]([C:17]([F:18])([F:19])[F:20])[cH:14][c:15]1[Cl:16]. The reactants are O=C([O-])O, CC#N, CCCc1c(Cc2ccc(-c3ccccc3C#N)cc2F)c(=O)n(C2CCC(OC(C)C3(C(C)O)CCC3)CC2)c2ncnn12, [Na+], [Na+], [Na+], O=S([O-])([O-])=S. Yields the product CCCc1c(Cc2ccc(-c3ccccc3C#N)cc2F)c(=O)n(C2CCC(OC(C)C3(C(C)=O)CCC3)CC2)c2ncnn12. As a reaction SMILES: [C:46](=[O:47])([O-:48])[OH:49].[CH3:58][C:59]#[N:60].[F:1][c:2]1[cH:3][c:4](-[c:38]2[c:39]([C:44]#[N:45])[cH:40][cH:41][cH:42][cH:43]2)[cH:5][cH:6][c:7]1[CH2:8][c:9]1[c:10](=[O:37])[n:11]([CH:21]2[CH2:22][CH2:23][CH:24]([O:27][CH:28]([CH3:29])[C:30]3([CH:34]([CH3:35])[OH:36])[CH2:31][CH2:32][CH2:33]3)[CH2:25][CH2:26]2)[c:12]2[n:13]([c:14]1[CH2:15][CH2:16][CH3:17])[n:18][cH:19][n:20]2.[Na+:50].[Na+:56].[Na+:57].[S:51]([O-:52])([O-:53])(=[O:54])=[S:55]>>[F:1][c:2]1[cH:3][c:4](-[c:38]2[c:39]([C:44]#[N:45])[cH:40][cH:41][cH:42][cH:43]2)[cH:5][cH:6][c:7]1[CH2:8][c:9]1[c:10](=[O:37])[n:11]([CH:21]2[CH2:22][CH2:23][CH:24]([O:27][CH:28]([CH3:29])[C:30]3([C:34]([CH3:35])=[O:36])[CH2:31][CH2:32][CH2:33]3)[CH2:25][CH2:26]2)[c:12]2[n:13]([c:14]1[CH2:15][CH2:16][CH3:17])[n:18][cH:19][n:20]2. Starting materials: [H-], CCCn1c(=O)c2c(N)n(CCCl)nc2n(Cc2ccccc2)c1=O, [Na+]. The product is CCCn1c(=O)c2c3n(nc2n(Cc2ccccc2)c1=O)CCN3. RXN SMILES: [H-:1].[NH2:3][c:4]1[n:5]([CH2:25][CH2:26][Cl:27])[n:6][c:7]2[n:8]([CH2:18][c:19]3[cH:20][cH:21][cH:22][cH:23][cH:24]3)[c:9](=[O:17])[n:10]([CH2:14][CH2:15][CH3:16])[c:11](=[O:13])[c:12]12.[Na+:2]>>[NH:3]1[c:4]2[n:5]([n:6][c:7]3[n:8]([CH2:18][c:19]4[cH:20][cH:21][cH:22][cH:23][cH:24]4)[c:9](=[O:17])[n:10]([CH2:14][CH2:15][CH3:16])[c:11](=[O:13])[c:12]23)[CH2:25][CH2:26]1.